From a dataset of the Open Reaction Database (ORD), a public repository of structured organic reaction records. describe an organic reaction: reactants, conditions, products, and yield The reactants are CC1=NC2=CC(=C(C=C2N=C1)OC)OC (2-methyl-6,7-dimethoxyquinoxaline), SeO2, O1CCOCC1 (1,4-dioxane). Conditions: temperature 100 celsius. Product: COC=1C=C2N=CC(=NC2=CC1OC)C=O (6,7-Dimethoxy-2-quinoxaline carboxaldehyde). The yield is 73.0%. As a reaction SMILES: [CH3:1][C:2]1[CH:11]=[N:10][C:9]2[C:4](=[CH:5][C:6]([O:14][CH3:15])=[C:7]([O:12][CH3:13])[CH:8]=2)[N:3]=1.[O:16]1CCOCC1>>[CH3:13][O:12][C:7]1[CH:8]=[C:9]2[C:4](=[CH:5][C:6]=1[O:14][CH3:15])[N:3]=[C:2]([CH:1]=[O:16])[CH:11]=[N:10]2. Reported procedure: To a reaction flask under argon is added 1,4-dioxane (20 mL), 2-methyl-6,7-dimethoxyquinoxaline (1.09 g, 5.3 mmol) and SeO2 (1.8 g, 16 mmol). The mixture is heated to 100° C. for 2 hours 45 minutes, cooled, and filtered through Celite. The pad is washed with portions of EtOAc and CH2Cl2. The resulting solution is concentrated, taken up in MeOH/CH2Cl2, loaded onto a silica gel column, and chromatographed (30% EtOAc/CH2Cl2) to provide an off-white solid (73% yield).